From a dataset of the Open Reaction Database (ORD), a public repository of structured organic reaction records. describe an organic reaction: reactants, conditions, products, and yield The reactants are C(CCC)[Li] (n-butyl lithium), BrC1=CC2=C(OCC2(C)C)C(=C1)C(C)(C)C (5-bromo-7-tert-butyl-3,3-dimethyl-2,3-dihydrobenzo[b]furan), C(=O)=O (CO2). The solvent is C1CCOC1 (THF). Run at temperature -20 celsius, time 1 hour. The product is C(C)(C)(C)C1=CC=CC2=C1OCC2(C)C (7-tert-butyl-3,3-dimethyl-2,3-dihydrobenzo[b]furan). Reaction SMILES: Br[C:2]1[CH:12]=[C:11]([C:13]([CH3:16])([CH3:15])[CH3:14])[C:5]2[O:6][CH2:7][C:8]([CH3:10])([CH3:9])[C:4]=2[CH:3]=1.C([Li])CCC.C(=O)=O>C1COCC1>[C:13]([C:11]1[C:5]2[O:6][CH2:7][C:8]([CH3:10])([CH3:9])[C:4]=2[CH:3]=[CH:2][CH:12]=1)([CH3:16])([CH3:14])[CH3:15]. Procedure details: A solution of 5-bromo-7-tert-butyl-3,3-dimethyl-2,3-dihydrobenzo[b]furan (12.4 g, 44.0 mmol) in freshly distilled THF (44 mL) is cooled to -78° C. under Ar, and a solution of n-butyl lithium (2.5M in hexane; 15.0 mL, 37.5 mmol) is added dropwise via syringe. A slight exotherm is apparent, and a milky suspension results. The suspension is allowed to warm to -20° C., and then is cooled to -50° C. To the resulting suspension is added a large excess of freshly pulverized solid CO2. The resulting mix... The reactants are CS(=O)(=O)Cl, CCN(C(C)C)C(C)C, ClCCl, Fc1ccc(-c2nc3cnccn3c2-c2ccnc(NC3CCNCC3)n2)cc1, [Na+], O=C([O-])O. Product: CS(=O)(=O)N1CCC(Nc2nccc(-c3c(-c4ccc(F)cc4)nc4cnccn34)n2)CC1. RXN SMILES: [CH3:39][S:40]([Cl:41])(=[O:42])=[O:43].[CH:30]([N:31]([CH2:32][CH3:33])[CH:34]([CH3:35])[CH3:36])([CH3:37])[CH3:38].[Cl:49][CH2:50][Cl:51].[F:1][c:2]1[cH:3][cH:4][c:5](-[c:8]2[n:9][c:10]3[n:11]([cH:12][cH:13][n:14][cH:15]3)[c:16]2-[c:17]2[n:18][c:19]([NH:23][CH:24]3[CH2:25][CH2:26][NH:27][CH2:28][CH2:29]3)[n:20][cH:21][cH:22]2)[cH:6][cH:7]1.[Na+:48].[O-:44][C:45]([OH:46])=[O:47]>>[F:1][c:2]1[cH:3][cH:4][c:5](-[c:8]2[n:9][c:10]3[n:11]([cH:12][cH:13][n:14][cH:15]3)[c:16]2-[c:17]2[n:18][c:19]([NH:23][CH:24]3[CH2:25][CH2:26][N:27]([S:40]([CH3:39])(=[O:42])=[O:43])[CH2:28][CH2:29]3)[n:20][cH:21][cH:22]2)[cH:6][cH:7]1. The reactants are ClCC(=O)NC=1C(C(=O)O)=CC=CC1 (N(chloroacetyl)anthranilic acid), FC1=CC=C(N)C=C1 (p-fluoroaniline), ice water. The solvent is CN(C=O)C (dimethylformamide). The product is FC1=CC=C(C=C1)NCC(=O)NC=1C(C(=O)O)=CC=CC1 (N-[(4-fluorophenylamino)acetyl]anthranilic acid). Yield: 104.1%. RXN SMILES: Cl[CH2:2][C:3]([NH:5][C:6]1[C:7](=[CH:11][CH:12]=[CH:13][CH:14]=1)[C:8]([OH:10])=[O:9])=[O:4].[F:15][C:16]1[CH:22]=[CH:21][C:19]([NH2:20])=[CH:18][CH:17]=1>CN(C)C=O>[F:15][C:16]1[CH:22]=[CH:21][C:19]([NH:20][CH2:2][C:3]([NH:5][C:6]2[C:7](=[CH:11][CH:12]=[CH:13][CH:14]=2)[C:8]([OH:10])=[O:9])=[O:4])=[CH:18][CH:17]=1. Procedure: N(chloroacetyl)anthranilic acid 4.0 g (8 mmol) and p-fluoroaniline 5.3 ml (56 mmol) were dissolved in 4 ml of dimethylformamide and heated at 80° to 90° C. for 4 hours. The reaction solution was poured into ice water and deposited crystals were collected by filtration. These crystals were washed with ether and recrystallized from ethanol to obtain N-[(4-fluorophenylamino)acetyl]anthranilic acid (melting point: 217° to 219° C.) 2.4 g (yield: 46%). Starting materials: C(CC1=CC=CC=C1)N (phenethylamine), ClC=1C2=C(N=C(N1)C1=CC=NC=C1)SC=C2C (4-chloro-2-(pyridin-4-yl)-5-methyl-thieno-[2,3-d]-pyrimidine). Product: N1=CC=C(C=C1)C=1N=C(C2=C(N1)SC=C2C)NCCC2=CC=CC=C2 (2-(pyridin-4-yl)-4-phenethylamino-5-methyl-thieno-[2,3-d]-pyrimidine). As a reaction SMILES: [CH2:1]([NH2:9])[CH2:2][C:3]1[CH:8]=[CH:7][CH:6]=[CH:5][CH:4]=1.Cl[C:11]1[C:12]2[C:25]([CH3:26])=[CH:24][S:23][C:13]=2[N:14]=[C:15]([C:17]2[CH:22]=[CH:21][N:20]=[CH:19][CH:18]=2)[N:16]=1>>[N:20]1[CH:19]=[CH:18][C:17]([C:15]2[N:16]=[C:11]([NH:9][CH2:1][CH2:2][C:3]3[CH:8]=[CH:7][CH:6]=[CH:5][CH:4]=3)[C:12]3[C:25]([CH3:26])=[CH:24][S:23][C:13]=3[N:14]=2)=[CH:22][CH:21]=1. Reported procedure: With the procedure of Example 1, the reaction of phenethylamine with 4-chloro-2-(pyridin-4-yl)-5-methyl-thieno-[2,3-d]-pyrimidine yields 2-(pyridin-4-yl)-4-phenethylamino-5-methyl-thieno-[2,3-d]-pyrimidine. Reactants: OC1=C(C=C(CNC2=NC3=C(N2[C@H]2[C@H](O)[C@H](O)[C@H](O2)CO)C=CC=C3)C=C1)OCCCCO (2-[4-Hydroxy-3-(4-hydroxybutoxy)benzylamino]-1-(β-D-ribofuranosyl)-1H-benzimidazole), C([O-])([O-])=O.[K+].[K+] (potassium carbonate), C(C)I (ethyl iodide). Solvent: CN(C=O)C (N,N-dimethylformamide). Conditions: temperature 55 celsius, time 16 hour. Product: C(C)OC1=C(C=C(CNC2=NC3=C(N2[C@H]2[C@H](O)[C@H](O)[C@H](O2)CO)C=CC=C3)C=C1)OCCCCO (2-[4-Ethoxy-3-(4-hydroxybutoxy)benzylamino]-1-(β-D-ribofuranosyl)-1H-benzimidazole). RXN SMILES: [OH:1][C:2]1[CH:27]=[CH:26][C:5]([CH2:6][NH:7][C:8]2[N:12]([C@@H:13]3[O:19][C@H:18]([CH2:20][OH:21])[C@@H:16]([OH:17])[C@H:14]3[OH:15])[C:11]3[CH:22]=[CH:23][CH:24]=[CH:25][C:10]=3[N:9]=2)=[CH:4][C:3]=1[O:28][CH2:29][CH2:30][CH2:31][CH2:32][OH:33].C(=O)([O-])[O-].[K+].[K+].[CH2:40](I)[CH3:41]>CN(C)C=O>[CH2:40]([O:1][C:2]1[CH:27]=[CH:26][C:5]([CH2:6][NH:7][C:8]2[N:12]([C@@H:13]3[O:19][C@H:18]([CH2:20][OH:21])[C@@H:16]([OH:17])[C@H:14]3[OH:15])[C:11]3[CH:22]=[CH:23][CH:24]=[CH:25][C:10]=3[N:9]=2)=[CH:4][C:3]=1[O:28][CH2:29][CH2:30][CH2:31][CH2:32][OH:33])[CH3:41] |f:1.2.3|. Reported procedure: 2-[4-Hydroxy-3-(4-hydroxybutoxy)benzylamino]-1-(β-D-ribofuranosyl)-1H-benzimidazole (30 mg) and potassium carbonate (18 mg) was suspended in N,N-dimethylformamide (0.7 mL). To the mixture was added ethyl iodide (20 μL), and the mixture was stirred at 55° C. for 16 hour. The insoluble material was removed by filtration, and the reaction mixture was concentrated under reduced pressure. The obtained residue was purified by preparative reverse phase column chromatography (Shiseido CAPSELL PAC C18UG8...